This data is from the Open Reaction Database (ORD), a public repository of structured organic reaction records. The task is: describe an organic reaction: reactants, conditions, products, and yield The reactants are CCN(CC)c1cccc(C)c1, Cl, CON=O, O. Yields the product CCN(CC)c1ccc(N=O)c(C)c1. As a reaction SMILES: [CH2:1]([CH3:2])[N:3]([c:4]1[cH:5][c:6]([CH3:10])[cH:7][cH:8][cH:9]1)[CH2:11][CH3:12].[ClH:13].[N:14](=[O:15])[O:16][CH3:17].[OH2:18]>>[CH2:1]([CH3:2])[N:3]([c:4]1[cH:5][c:6]([CH3:10])[c:7]([N:14]=[O:15])[cH:8][cH:9]1)[CH2:11][CH3:12]. The reactants are C1CCC2=NCCCN2CC1 (DBU), BrC1(C(C2=C(N=C(S2)NC(=O)NCC)CC1)=O)Br (1-(6,6-Dibromo-7-oxo-4,5,6,7-tetrahydro-2-benzothiazolyl)-3-ethyl-urea), C1CCC2=NCCCN2CC1 (DBU). Run in C1CCOC1 (THF). Run at temperature 20 celsius, time 18 hour. Yields the product BrC1=C(C2=C(N=C(S2)NC(=O)NCC)C=C1)O (1-(6-Bromo-7-hydroxy-2-benzothiazolyl)-3-ethyl-urea). The yield is 77.9%. RXN SMILES: [Br:1][C:2]1(Br)[CH2:16][CH2:15][C:5]2[N:6]=[C:7]([NH:9][C:10]([NH:12][CH2:13][CH3:14])=[O:11])[S:8][C:4]=2[C:3]1=[O:17].C1CCN2C(=NCCC2)CC1>C1COCC1>[Br:1][C:2]1[CH:16]=[CH:15][C:5]2[N:6]=[C:7]([NH:9][C:10]([NH:12][CH2:13][CH3:14])=[O:11])[S:8][C:4]=2[C:3]=1[OH:17]. Reported procedure: A suspension of 1-(6,6-dibromo-7-oxo-4,5,6,7-tetrahydro-2-benzothiazolyl)-3-ethyl-urea 5 (7.78 g, 19.6 mmol) in THF (50 mL) was treated with DBU (8.79 mL, 58.8 mmol, 3.0 eq) dropwise at about 20° C. A dark green suspension was obtained while heat was generated upon addition of DBU. It was stirred at about 20° C. for about 18 hours. The reaction mixture was concentrated and the residue was treated with saturated NH4Cl (aq) solution to neutral. A light brown colored precipitate was obtained. It wa... Reactants: C[Si](C)(C)[N-][Si](C)(C)C.[K+] (potassium bis(trimethylsilyl)amide), C(C)(C)N(C(C)C)CC (N,N-diisopropyl ethyl amine), BrCC1CC1 (bromomethyl-cyclopropane), COC=1C=C(C=CC1C=1OC(=NN1)C=1C(=NOC1C)C1=CC=CC=C1)N (3-methoxy-4-[5-(5-methyl-3-phenyl-isoxazol-4-yl)-[1,3,4]oxadiazol-2-yl]-phenylamine), BrCC1CC1 (bromomethyl-cyclopropane), BrCC1CC1 (bromomethyl-cyclopropane). The solvent is C1CCOC1 (THF). Run at time 24 hour. Product: C1(CC1)CCC1=C(C(=NO1)C1=CC=CC=C1)C1=NN=C(O1)C1=C(C=C(C=C1)NCC1CC1)OC ((4-{5-[5-(2-Cyclopropyl-ethyl)-3-phenyl-isoxazol-4-yl]-[1,3,4]oxadiazol-2-yl}-3-methoxy-phenyl)-cyclopropylmethyl-amine). The yield is 10.4%. RXN SMILES: [CH3:1][O:2][C:3]1[CH:4]=[C:5]([NH2:26])[CH:6]=[CH:7][C:8]=1[C:9]1[O:10][C:11]([C:14]2[C:15]([C:20]3[CH:25]=[CH:24][CH:23]=[CH:22][CH:21]=3)=[N:16][O:17][C:18]=2[CH3:19])=[N:12][N:13]=1.C(N(CC)[CH:31]([CH3:33])[CH3:32])(C)C.Br[CH2:37][CH:38]1[CH2:40][CH2:39]1.[CH3:41][Si]([N-][Si](C)(C)C)(C)C.[K+]>C1COCC1>[CH:40]1([CH2:39][CH2:19][C:18]2[O:17][N:16]=[C:15]([C:20]3[CH:21]=[CH:22][CH:23]=[CH:24][CH:25]=3)[C:14]=2[C:11]2[O:10][C:9]([C:8]3[CH:7]=[CH:6][C:5]([NH:26][CH2:41][CH:31]4[CH2:33][CH2:32]4)=[CH:4][C:3]=3[O:2][CH3:1])=[N:13][N:12]=2)[CH2:38][CH2:37]1 |f:3.4|. Reported procedure: To a suspension of 3-methoxy-4-[5-(5-methyl-3-phenyl-isoxazol-4-yl)-[1,3,4]oxadiazol-2-yl]-phenylamine (200 mg, 0.57 mmol) in THF (2 mL) was added N,N-diisopropyl ethyl amine (128 μL, 0.75 mmol) and bromomethyl-cyclopropane (61 μL, 0.63 mmol) and the reaction mixture was stirred for 24 h at ambient temperature. After addition of potassium bis(trimethylsilyl)amide (0.91 M in THF, 0.82 mL, 0.75 mmol) stirring was continued for 15 min and further bromomethyl-cyclopropane (78 μL, 0.80 mmol) was adde... Reactants: CC(=O)O[BH-](OC(C)=O)OC(C)=O, CN1CCNCC1, ClCCl, O=Cc1ccc([N+](=O)[O-])cn1, [Na+], [Na+], O=C([O-])O. The product is CN1CCN(Cc2ccc([N+](=O)[O-])cn2)CC1. RXN SMILES: [C:1]([O:2][BH-:3]([O:4][C:5](=[O:6])[CH3:7])[O:8][C:9](=[O:10])[CH3:11])(=[O:12])[CH3:13].[CH3:26][N:27]1[CH2:28][CH2:29][NH:30][CH2:31][CH2:32]1.[Cl:33][CH2:34][Cl:35].[N+:15](=[O:16])([O-:17])[c:18]1[cH:19][cH:20][c:21]([CH:24]=[O:25])[n:22][cH:23]1.[Na+:14].[Na+:40].[O-:36][C:37]([OH:38])=[O:39]>>[N+:15](=[O:16])([O-:17])[c:18]1[cH:19][cH:20][c:21]([CH2:24][N:30]2[CH2:29][CH2:28][N:27]([CH3:26])[CH2:32][CH2:31]2)[n:22][cH:23]1.